Dataset: the Open Reaction Database (ORD), a public repository of structured organic reaction records. Task: describe an organic reaction: reactants, conditions, products, and yield Starting materials: C(C1=CC=CC=C1)OC=1C=CC(=C2C=CC(NC12)=O)[C@H](CN(CCCCCCOCCCCC1=CC=CC=C1)CC1=CC=CC=C1)OC1OCCCC1 (8-(benzyloxy)-5-[(1R)-2-{benzyl[6-(4-phenylbutoxy)hexyl]amino}-1-(tetrahydro-2H-pyran-2-yloxy)ethyl]quinolin-2(1H)-one). Run in C(C)(=O)O (acetic acid), C1CCOC1 (THF), O (water). The product is C(C1=CC=CC=C1)OC=1C=CC(=C2C=CC(NC12)=O)[C@H](CN(CCCCCCOCCCCC1=CC=CC=C1)CC1=CC=CC=C1)O (8-(Benzyloxy)-5-((1R)-2-{benzyl[6-(4-phenylbutoxy)hexyl]amino}-1-hydroxyethyl)quinolin-2(1H)-one). The yield is 47.4%. Reaction SMILES: [CH2:1]([O:8][C:9]1[CH:10]=[CH:11][C:12]([C@@H:20]([O:47]C2CCCCO2)[CH2:21][N:22]([CH2:40][C:41]2[CH:46]=[CH:45][CH:44]=[CH:43][CH:42]=2)[CH2:23][CH2:24][CH2:25][CH2:26][CH2:27][CH2:28][O:29][CH2:30][CH2:31][CH2:32][CH2:33][C:34]2[CH:39]=[CH:38][CH:37]=[CH:36][CH:35]=2)=[C:13]2[C:18]=1[NH:17][C:16](=[O:19])[CH:15]=[CH:14]2)[C:2]1[CH:7]=[CH:6][CH:5]=[CH:4][CH:3]=1>C(O)(=O)C.C1COCC1.O>[CH2:1]([O:8][C:9]1[CH:10]=[CH:11][C:12]([C@@H:20]([OH:47])[CH2:21][N:22]([CH2:40][C:41]2[CH:46]=[CH:45][CH:44]=[CH:43][CH:42]=2)[CH2:23][CH2:24][CH2:25][CH2:26][CH2:27][CH2:28][O:29][CH2:30][CH2:31][CH2:32][CH2:33][C:34]2[CH:35]=[CH:36][CH:37]=[CH:38][CH:39]=2)=[C:13]2[C:18]=1[NH:17][C:16](=[O:19])[CH:15]=[CH:14]2)[C:2]1[CH:3]=[CH:4][CH:5]=[CH:6][CH:7]=1. Procedure: A solution of 8-(benzyloxy)-5-[(1R)-2-{benzyl[6-(4-phenylbutoxy)hexyl]amino}-1-(tetrahydro-2H-pyran-2-yloxy)ethyl]quinolin-2(1H)-one (80 mg) in acetic acid (4 ml), THF (2 ml) and water (1 ml) was heated at 80° C. for 17 h prior to concentration in vacuo. The residue was purified by chromatography (Hexane-EtOAc 2:1, biotage) to give the title compound (33.5 mg). Reactants: CCCCCC, Cc1ccccc1, CN1CCC(C(=O)c2ccccc2F)CC1, O=C(Cl)Oc1ccccc1. Product: O=C(c1ccccc1F)C1CCN(C(=O)Oc2ccccc2)CC1. RXN SMILES: [CH3:27][CH2:28][CH2:29][CH2:30][CH2:31][CH3:32].[CH3:33][c:34]1[cH:35][cH:36][cH:37][cH:38][cH:39]1.[F:11][c:12]1[c:13]([C:14](=[O:15])[CH:16]2[CH2:17][CH2:18][N:19]([CH3:22])[CH2:20][CH2:21]2)[cH:23][cH:24][cH:25][cH:26]1.[c:1]1([O:7][C:8](=[O:9])[Cl:10])[cH:2][cH:3][cH:4][cH:5][cH:6]1>>[c:1]1([O:7][C:8](=[O:9])[N:19]2[CH2:18][CH2:17][CH:16]([C:14]([c:13]3[c:12]([F:11])[cH:26][cH:25][cH:24][cH:23]3)=[O:15])[CH2:21][CH2:20]2)[cH:2][cH:3][cH:4][cH:5][cH:6]1. Starting materials: CC(C)(C)[Si](C)(C)Cl (TBDMSCl), C1CCC2=NCCCN2CC1 (DBU), OC(CCCCC)C=1SC=CN1 (2-(1-hydroxyhexyl)thiazole). The solvent is C1CCOC1 (THF). Run at time 3 hour. Product: C[Si](OC(CCCCC)C=1SC=CN1)(C)C (2-(1-trimethylsiloxyhexyl)thiazole). Yield: 105.3%. RXN SMILES: C[C:2]([Si:5](Cl)([CH3:7])[CH3:6])(C)C.C1CCN2C(=NCCC2)CC1.[OH:20][CH:21]([C:27]1[S:28][CH:29]=[CH:30][N:31]=1)[CH2:22][CH2:23][CH2:24][CH2:25][CH3:26]>C1COCC1>[CH3:2][Si:5]([CH3:7])([CH3:6])[O:20][CH:21]([C:27]1[S:28][CH:29]=[CH:30][N:31]=1)[CH2:22][CH2:23][CH2:24][CH2:25][CH3:26]. Reported procedure: TBDMSCl (1.37 g, 9.07 mmol) and DBU (1.4 mL, 9.07 mmol) were added to a solution of 2-(1-hydroxyhexyl)thiazole (0.7 g, 3.8 mmol) in dry THF (8 mL). The mixture was stirred at rt for 3 h, then quenched with water and the layers separated. The aqueous portion was extracted with EtOAc, the combined extracts dried (MgSO4) and concentrated. The material was purified by flash chromatography to give 1.03 g (91%) of 2-(1-trimethylsiloxyhexyl)thiazole as a pale yellow oil. Reactants: O1CCCC1 (tetrahydrofuran), CN(C=O)C (N,N-dimethylformamide), BrC1=CC=C(COC2=NC=CC(=C2)C)C=C1 (2-(4-bromo-benzyloxy)-4-methyl-pyridine), C(CCC)[Li] (n-butyl lithium). Solvent: O (water). Reaction conditions: temperature -78 celsius, time 20 minute. Product: CC1=CC(=NC=C1)OCC1=CC=C(C=O)C=C1 (4-(4-Methyl-pyridin-2-yloxymethyl)-benzaldehyde). Isolated yield 55.4%. RXN SMILES: [O:1]1CCC[CH2:2]1.Br[C:7]1[CH:21]=[CH:20][C:10]([CH2:11][O:12][C:13]2[CH:18]=[C:17]([CH3:19])[CH:16]=[CH:15][N:14]=2)=[CH:9][CH:8]=1.C([Li])CCC.CN(C)C=O>O>[CH3:19][C:17]1[CH:16]=[CH:15][N:14]=[C:13]([O:12][CH2:11][C:10]2[CH:20]=[CH:21][C:7]([CH:2]=[O:1])=[CH:8][CH:9]=2)[CH:18]=1. Procedure: To a tetrahydrofuran (150 mL) solution of 2-(4-bromo-benzyloxy)-4-methyl-pyridine (5.70 g, 20.5 mmol) described in Manufacturing Example 43-1-1 was added dropwise n-butyl lithium (2.67 M n-hexane solution, 9.21 mL, 24.6 mmol) on a dry ice-ethanol bath (−78° C.) under nitrogen atmosphere, which was stirred for 20 minutes at −78° C. N,N-dimethylformamide (3.16 mL, 41.0 mmol) was then added dropwise thereto and stirred for 10 minutes at −78° C. The reaction solution was allowed to room temperature,... Starting materials: ClC=1C=C(C=CC1OCC)N(C1=NC(=NC2=CC=CC=C12)CN1C(C2=CC=CC=C2C1=O)=O)C (2-{4-[(3-chloro-4-ethoxy-phenyl)-methyl-amino]-quinazolin-2-ylmethyl}-isoindole-1,3-dione), O.NN (hydrazine monohydrate). Yields the product Cl.Cl.NCC1=NC2=CC=CC=C2C(=N1)N(C)C1=CC(=C(C=C1)OCC)Cl ((2-Aminomethyl-quinazolin-4-yl)-(3-chloro-4-ethoxy-phenyl)-methyl-amine bis(hydrochloride)). RXN SMILES: [Cl:1][C:2]1[CH:3]=[C:4]([N:11]([CH3:34])[C:12]2[C:21]3[C:16](=[CH:17][CH:18]=[CH:19][CH:20]=3)[N:15]=[C:14]([CH2:22][N:23]3C(=O)C4C(=CC=CC=4)C3=O)[N:13]=2)[CH:5]=[CH:6][C:7]=1[O:8][CH2:9][CH3:10].O.NN>>[ClH:1].[ClH:1].[NH2:23][CH2:22][C:14]1[N:13]=[C:12]([N:11]([C:4]2[CH:5]=[CH:6][C:7]([O:8][CH2:9][CH3:10])=[C:2]([Cl:1])[CH:3]=2)[CH3:34])[C:21]2[C:16](=[CH:17][CH:18]=[CH:19][CH:20]=2)[N:15]=1 |f:1.2,3.4.5|. Procedure: The title compound was synthesized as a pale yellow-green solid (83 mg; 91%) in a manner analogous to that found in Example 254 from 2-{4-[(3-chloro-4-ethoxy-phenyl)-methyl-amino]-quinazolin-2-ylmethyl}-isoindole-1,3-dione (104 mg, 0.220 mmol) and hydrazine monohydrate (85 μL, 1.8 mmol). 1H NMR (DMSO-d6) δ 8.62 (m(br), 3H), 7.87 (m, 1H), 7.81 (m, 1H), 7.64 (m, 1H), 7.35-7.28 (m, 2H), 7.25 (d, J=8.8 Hz, 1H), 6.96 (d, J=8.8 Hz, 1H), 4.36 (m, 2H), 4.17 (q, J=6.9 Hz, 2H), 3.69 (s, 3H), 1.39 (t, J=6.... Reactants: B(Br)(Br)Br (boron tribromide), COC1=C(C=CC=C1)CC(=O)N (2-Methoxyphenyl acetamide), O (water). The solvent is C(Cl)Cl (methylene chloride), C(Cl)Cl (methylene chloride). Conditions: time 1 hour. Product: OC1=C(C=CC=C1)CC(=O)N (2-Hydroxyphenylacetamide). As a reaction SMILES: C[O:2][C:3]1[CH:8]=[CH:7][CH:6]=[CH:5][C:4]=1[CH2:9][C:10]([NH2:12])=[O:11].B(Br)(Br)Br.O>C(Cl)Cl>[OH:2][C:3]1[CH:8]=[CH:7][CH:6]=[CH:5][C:4]=1[CH2:9][C:10]([NH2:12])=[O:11]. Reported procedure: 2-Methoxyphenyl acetamide (13.0 g, 78.6 mmol) was dissolved in methylene chloride (10.0 mL). Subsequently, 1.0M boron tribromide in methylene chloride solution (157 mL, 157 mmol) was slowly added dropwise under ice-cooling, and the mixture was stirred for one hour at room temperature. Subsequently, water was slowly added thereto under ice-cooling, and the mixture was stirred for 30 minutes. The mixture was extracted with chloroform, followed by washing the organic layer with brine, drying over a...